This data is from the Open Reaction Database (ORD), a public repository of structured organic reaction records. The task is: describe an organic reaction: reactants, conditions, products, and yield Starting materials: P(Br)(Br)Br (phosphorus tribromide), C1(=CC=CC=C1)C=1CCN(CC1)CCCO (3-(4-phenyl-1,2,3,6-tetrahydro-1-pyridyl)-1-propanol), C1(=CC=CC=C1)C=1CCN(CC1)CCCBr (3-(4-Phenyl-1,2,3,6-tetrahydro-1-pyridyl)-1-bromopropane). Solvent: C1(=CC=CC=C1)C (toluene), C(Cl)Cl (methylene chloride). Product: Br.C1(=CC=CC=C1)C=1CCN(CC1)CCCBr (3-(4-phenyl--1,2,3,6-tetrahydro-1-pyridyl)1-bromopropane hydrobromide). As a reaction SMILES: [C:1]1([C:7]2[CH2:8][CH2:9][N:10]([CH2:13][CH2:14][CH2:15][Br:16])[CH2:11][CH:12]=2)[CH:6]=[CH:5][CH:4]=[CH:3][CH:2]=1.P(Br)(Br)Br.C1(C2CCN(CCCO)CC=2)C=CC=CC=1>C1(C)C=CC=CC=1.C(Cl)Cl>[BrH:16].[C:1]1([C:7]2[CH2:12][CH2:11][N:10]([CH2:13][CH2:14][CH2:15][Br:16])[CH2:9][CH:8]=2)[CH:2]=[CH:3][CH:4]=[CH:5][CH:6]=1 |f:5.6|. Procedure: 3-(4-Phenyl-1,2,3,6-tetrahydro-1-pyridyl)-1-bromopropane may be prepared in the following manner: 2.7 cc of phosphorus tribromide is added to a vigorously agitated solution of 3-(4-phenyl-1,2,3,6-tetrahydro-1-pyridyl)-1-propanol (8.7 g) in toluene (100 cc) in the course of 5 minutes and at a temperature close to 20° C. The suspension is heated to a temperature close to 111° C. for 2 hours. After cooling to a temperature close to 20° C., the suspension is filtered, the precipitate obtained is dis...